From a dataset of the Open Reaction Database (ORD), a public repository of structured organic reaction records. describe an organic reaction: reactants, conditions, products, and yield Starting materials: NC=1C=NC2=CC=CC=C2C1NCCC(=O)OCC (Ethyl N-(3-aminoquinolin-4-yl)-β-alaninate), C(C)(OC)(OC)OC (trimethyl orthoacetate). The reagents and catalysts are C1(=CC=C(C=C1)S(=O)(=O)[O-])C.[NH+]1=CC=CC=C1 (pyridinium p-toluenesulfonate). The product is CC=1N(C2=C(C=NC=3C=CC=CC23)N1)CCC(=O)OCC (ethyl 3-(2-methyl-1H-imidazo[4,5-c]quinolin-1-yl)propanoate). The yield is 85.5%. As a reaction SMILES: [NH2:1][C:2]1[CH:3]=[N:4][C:5]2[C:10]([C:11]=1[NH:12][CH2:13][CH2:14][C:15]([O:17][CH2:18][CH3:19])=[O:16])=[CH:9][CH:8]=[CH:7][CH:6]=2.[C:20](OC)(OC)(OC)[CH3:21]>C1(C)C=CC(S([O-])(=O)=O)=CC=1.[NH+]1C=CC=CC=1>[CH3:20][C:21]1[N:12]([CH2:13][CH2:14][C:15]([O:17][CH2:18][CH3:19])=[O:16])[C:11]2[C:10]3[CH:9]=[CH:8][CH:7]=[CH:6][C:5]=3[N:4]=[CH:3][C:2]=2[N:1]=1 |f:2.3|. Procedure: Ethyl N-(3-aminoquinolin-4-yl)-β-alaninate (15.0 g, 57.8 mmol) was treated with trimethyl orthoacetate (10.3 mL, 81.0 mmol) and pyridinium p-toluenesulfonate (0.200 g) according to the method described in Part A of Example 10 to provide 14.0 g of ethyl 3-(2-methyl-1H-imidazo[4,5-c]quinolin-1-yl)propanoate as a brown solid.